Dataset: the Open Reaction Database (ORD), a public repository of structured organic reaction records. Task: describe an organic reaction: reactants, conditions, products, and yield Reactants: C(=O)(OC(C)(C)C)CN1CCN(CCN(CCNCC1)CC(=O)OC(C)(C)C)CCC1=CC=C(C=C1)[N+](=O)[O-] (1,7-bis-(carbo-tert-butoxymethyl)-4-(4′-nitrophenethyl)-1,4,7,10-tetraazacyclododecane), CCOCC (Et2O), resultant mixture. Reagents/catalysts: [Pd] (Pd/C). Solvent: C(C)O (ethanol). Yields the product C(=O)(OC(C)(C)C)CN1CCN(CCN(CCNCC1)CC(=O)OC(C)(C)C)CCC1=CC=C(C=C1)N (1,7-bis-(carbo-tert-butoxymethyl)-4-(4′-aminophenethyl)-1,4,7,10-tetraazacyclododecane). The yield is 97.8%. RXN SMILES: [C:1]([CH2:8][N:9]1[CH2:20][CH2:19][NH:18][CH2:17][CH2:16][N:15]([CH2:21][C:22]([O:24][C:25]([CH3:28])([CH3:27])[CH3:26])=[O:23])[CH2:14][CH2:13][N:12]([CH2:29][CH2:30][C:31]2[CH:36]=[CH:35][C:34]([N+:37]([O-])=O)=[CH:33][CH:32]=2)[CH2:11][CH2:10]1)([O:3][C:4]([CH3:7])([CH3:6])[CH3:5])=[O:2].CCOCC>C(O)C.[Pd]>[C:1]([CH2:8][N:9]1[CH2:20][CH2:19][NH:18][CH2:17][CH2:16][N:15]([CH2:21][C:22]([O:24][C:25]([CH3:26])([CH3:27])[CH3:28])=[O:23])[CH2:14][CH2:13][N:12]([CH2:29][CH2:30][C:31]2[CH:32]=[CH:33][C:34]([NH2:37])=[CH:35][CH:36]=2)[CH2:11][CH2:10]1)([O:3][C:4]([CH3:5])([CH3:6])[CH3:7])=[O:2]. Procedure details: To a solution of compound (25) (1.35 g, 2.46 mmol) in absolute ethanol (100 ml) was added 10% Pd/C (0.41 g). The resultant mixture was stirred at an ambient temperature in the presence of H2 (g) for 12 hours. The reaction mixture was filtered through a celite pad and washed with ethanol (2×20 ml). The filtrate was evaporated in vacuo to give an oily residue, which was then treated with Et2O to obtain a white solid of compound (26) (1.25 g, 98% yield).